This data is from the Open Reaction Database (ORD), a public repository of structured organic reaction records. The task is: describe an organic reaction: reactants, conditions, products, and yield Starting materials: N1=CC=CC2=CC(=CC=C12)C(=O)CC#N (2-(6-quinolinoyl)acetonitrile), FC1=CC=C(C=C1)NN (4-fluorophenylhydrazine), FC1=C(C=CC(=C1)F)NN (2,4-difluorophenylhydrazine). Yields the product NC1=C(C=NN1C1=C(C=C(C=C1)F)F)C(=O)C=1C=C2C=CC=NC2=CC1 (5-amino-1-(2,4-difluorophenyl)-4-(6-quinolinoyl)-pyrazole). As a reaction SMILES: [N:1]1[C:10]2[C:5](=[CH:6][C:7]([C:11]([CH2:13][C:14]#[N:15])=[O:12])=[CH:8][CH:9]=2)[CH:4]=[CH:3][CH:2]=1.F[C:17]1C=CC(NN)=CC=1.[F:25][C:26]1[CH:31]=[C:30]([F:32])[CH:29]=[CH:28][C:27]=1[NH:33][NH2:34]>>[NH2:15][C:14]1[N:33]([C:27]2[CH:28]=[CH:29][C:30]([F:32])=[CH:31][C:26]=2[F:25])[N:34]=[CH:17][C:13]=1[C:11]([C:7]1[CH:6]=[C:5]2[C:10](=[CH:9][CH:8]=1)[N:1]=[CH:2][CH:3]=[CH:4]2)=[O:12]. Reported procedure: Proceeding as described in Example 1, step 2, but replacing 2-(3-bromobenzoyl)acetonitrile with 2-(6-quinolinoyl)acetonitrile and substituting 4-fluorophenylhydrazine in step 3 with 2,4-difluorophenylhydrazine was obtained 5-amino-1-(2,4-difluorophenyl)-4-(6-quinolinoyl)-pyrazole.HCl I 17) (mpt. 220-259.2). RXN SMILES: [CH2:42]1[CH2:43][CH2:44][NH:45][CH2:46][CH2:47]1.[CH3:1][N:2]1[CH2:3][CH2:4][N:5]([CH2:8][c:9]2[cH:10][cH:11][c:12]([C:13](=[O:14])[NH:15][c:16]3[cH:17][c:18]([NH:22][c:23]4[cH:24][cH:25][cH:26][c:27]5[c:31]4[NH:30][C:29](=[O:32])[CH2:28]5)[cH:19][cH:20][cH:21]3)[cH:33][cH:34]2)[CH2:6][CH2:7]1.[CH3:48][CH2:49][OH:50].[nH:35]1[c:36]([CH:40]=[O:41])[cH:37][cH:38][cH:39]1>>[CH3:1][N:2]1[CH2:3][CH2:4][N:5]([CH2:8][c:9]2[cH:10][cH:11][c:12]([C:13](=[O:14])[NH:15][c:16]3[cH:17][c:18]([NH:22][c:23]4[cH:24][cH:25][cH:26][c:27]5[c:31]4[NH:30][C:29](=[O:32])[C:28]5=[CH:40][c:36]4[nH:35][cH:39][cH:38][cH:37]4)[cH:19][cH:20][cH:21]3)[cH:33][cH:34]2)[CH2:6][CH2:7]1. Product: CN1CCN(Cc2ccc(C(=O)Nc3cccc(Nc4cccc5c4NC(=O)C5=Cc4ccc[nH]4)c3)cc2)CC1. Reactants: C1CCNCC1, CN1CCN(Cc2ccc(C(=O)Nc3cccc(Nc4cccc5c4NC(=O)C5)c3)cc2)CC1, CCO, O=Cc1ccc[nH]1. Conditions: temperature -20 celsius, time 15 minute. Procedure details: A solution of 34 g (0.16 mmole) of the crude (3S,5S)-3-(3-hydroxypropyl)-5-(1-methylethenyl)-2-methylcyclohexanone in 600 ml of MeOH at -78° C. was bubbled with ozone until the blue color persisted. Excess ozone was removed by flushing the solution with argon. The reaction mixture was warmed up to -20° C., added with 64.8 g (0.32 mole) of cupric acetate and stirred for 15 minutes. This was then added with 54.2 g (0.195 mole) of ferrous sulfate heptahydrate in small portions. After the addition, ... Yield: 68729.1%. RXN SMILES: [OH:1][CH2:2][CH2:3][CH2:4][C@H:5]1[CH2:10][C@H:9](C(C)=C)[CH2:8][C:7](=[O:14])[CH:6]1[CH3:15].O=[O+][O-]>CO>[OH:1][CH2:2][CH2:3][CH2:4][C@@H:5]1[CH:6]([CH3:15])[C:7](=[O:14])[CH:8]=[CH:9][CH2:10]1. The reactants are OCCC[C@@H]1C(C(C[C@H](C1)C(=C)C)=O)C ((3S,5S)-3-(3-hydroxypropyl)-5-(1-methylethenyl)-2-methylcyclohexanone), O=[O+][O-] (ozone), ferrous sulfate heptahydrate, cupric acetate. Solvent: CO (MeOH). The product is OCCC[C@H]1CC=CC(C1C)=O ((5S)-5-(3-hydroxypropyl)-6-methyl-2-cyclohexene-1-one). Reactants: CC1(OC(C2(CC2)C(O1)=O)=O)C (6,6-dimethyl-5,7-dioxaspiro[2.5]octane-4,8-dione), COC1=C(N)C=CC=C1 (2-methoxyaniline). Run in C(C)O (ethanol). Yields the product COC1=C(C=CC=C1)N1C(C(CC1)C(=O)O)=O (1-(2-methoxyphenyl)-2-oxopyrrolidine-3-carboxylic acid). The yield is 101.2%. Reaction SMILES: CC1(C)[O:9][C:8](=[O:10])[C:5]2([CH2:7][CH2:6]2)[C:4](=[O:11])O1.[CH3:13][O:14][C:15]1[CH:21]=[CH:20][CH:19]=[CH:18][C:16]=1[NH2:17]>C(O)C>[CH3:13][O:14][C:15]1[CH:21]=[CH:20][CH:19]=[CH:18][C:16]=1[N:17]1[CH2:6][CH2:7][CH:5]([C:8]([OH:9])=[O:10])[C:4]1=[O:11]. Reported procedure: This compound was prepared according to general method 1 starting from 6,6-dimethyl-5,7-dioxaspiro[2.5]octane-4,8-dione (0.250 g, 1.47 mmol) and 2-methoxyaniline (0.495 mL; 4.41 mmol) in ethanol (3 mL). 1-(2-methoxyphenyl)-2-oxopyrrolidine-3-carboxylic acid 0.350 g (quantitative) was obtained as a grey solid. Product: ClC=1C=C(OC2=C(C(=O)O)C=C(C=N2)F)C=CC1 (2-(3-Chloro-phenoxy)-5-fluoro-nicotinic acid). As a reaction SMILES: Cl[C:2]1[N:10]=[CH:9][C:8]([F:11])=[CH:7][C:3]=1[C:4]([OH:6])=[O:5].FC(F)(F)C1C=C(O)C=CC=1.[Cl:23][C:24]1[CH:25]=[C:26]([OH:30])[CH:27]=[CH:28][CH:29]=1>>[Cl:23][C:24]1[CH:25]=[C:26]([CH:27]=[CH:28][CH:29]=1)[O:30][C:2]1[N:10]=[CH:9][C:8]([F:11])=[CH:7][C:3]=1[C:4]([OH:6])=[O:5]. The reactants are ClC1=C(C(=O)O)C=C(C=N1)F (2-chloro-5-fluoro-nicotinic acid), FC(C=1C=C(C=CC1)O)(F)F (3-trifluoromethyl-phenol), ClC=1C=C(C=CC1)O (3-chloro-phenol). Reported procedure: 2-(3-Chloro-phenoxy)-5-fluoro-nicotinic acid was prepared in analogy to Example 1, Step 1, replacing 2-chloro-nicotinic acid with 2-chloro-5-fluoro-nicotinic acid ([CAS RN 38186-88-8]) and 3-trifluoromethyl-phenol with 3-chloro-phenol ([CAS RN 108-43-0]). 1H NMR (400 MHz, DMSO): δ7.09 (dd, J=8.4 Hz, J=1.6 Hz, 1H), 7.24-7.25 (m, 2H), 7.44 (t, J=8.4 Hz, 1H), 8.19 (dd, J=8.1 Hz, J=3.2 Hz, 1H), 8.37 (d, J=3.2 Hz, 1H), 13.60 (s, 1H). 19F NMR (376.5 MHz, DMSO): −134.4. MS (ISN): 266.0 [M−H]−. Reactants: ClC=1C(N(N=CC1Cl)C1OCCCC1)=O (4,5-dichloro-2-(tetrahydropyran-2-yl)-2H-pyridazin-3-one), ClC=1C(N(N=CC1Cl)C1OCCCC1)=O (4,5-dichloro-2-(tetrahydropyran-2-yl)-2H-pyridazin-3-one), C([O-])([O-])=O.[K+].[K+] (potassium carbonate), [I-].[K+] (potassium iodide), OC1=C(C=CC=C1)C(C)=O (1-(2-hydroxy-phenyl)-ethanone). The reagents and catalysts are [Br-].C(CCC)[N+](CCCC)(CCCC)CCCC (tetrabutylammonium bromide). Run in CC(=O)C (acetone). Run at temperature 25 celsius, time 120 hour. Yields the product ethyl acetate petroleum ether, C(C)(=O)C1=C(OC2=C(C(N(N=C2)C2OCCCC2)=O)Cl)C=CC=C1 (5-(2-acetyl-phenoxy)-4-chloro-2-(tetrahydro-pyran-2-yl)-2H-pyridazin-3-one). The yield is 17.9%. RXN SMILES: [Cl:1][C:2]1[C:3](=[O:15])[N:4]([CH:9]2[CH2:14][CH2:13][CH2:12][CH2:11][O:10]2)[N:5]=[CH:6][C:7]=1Cl.C(=O)([O-])[O-].[K+].[K+].[I-].[K+].[OH:24][C:25]1[CH:30]=[CH:29][CH:28]=[CH:27][C:26]=1[C:31](=[O:33])[CH3:32]>CC(C)=O.[Br-].C([N+](CCCC)(CCCC)CCCC)CCC>[C:31]([C:26]1[CH:27]=[CH:28][CH:29]=[CH:30][C:25]=1[O:24][C:7]1[CH:6]=[N:5][N:4]([CH:9]2[CH2:14][CH2:13][CH2:12][CH2:11][O:10]2)[C:3](=[O:15])[C:2]=1[Cl:1])(=[O:33])[CH3:32] |f:1.2.3,4.5,8.9|. Reported procedure: A solution of 4,5-dichloro-2-(tetrahydro-pyran-2-yl)-2H-pyridazin-3-one (Intermediate 20, 60.0 g, 0.24 mol) in acetone (600 mL) was treated with potassium carbonate (28.4 g, 0.21 mol), tetrabutylammonium bromide (1.2 g), potassium iodide (38.4 g, 0.23 mol) and 1-(2-hydroxy-phenyl)-ethanone (38.4 g, 0.28 mol). The resulting reaction mixture was stirred at 25° C. for 120 h. After this time, the reaction was filtered. The filtrate was concentrated in vacuo. Silica gel column chromatography (1:10 et... The reactants are COC(=O)c1ccc2nc(N3CCN(C(=O)C(Cc4cccs4)NC(=O)OC(C)(C)C)CC3)sc2c1, CO, [Na+], [OH-], O=C(O)CC(O)(CC(=O)O)C(=O)O. The product is CC(C)(C)OC(=O)NC(Cc1cccs1)C(=O)N1CCN(c2nc3ccc(C(=O)O)cc3s2)CC1. Reaction SMILES: [C:1]([CH3:2])([CH3:3])([CH3:4])[O:5][C:6](=[O:7])[NH:8][CH:9]([C:10](=[O:11])[N:12]1[CH2:13][CH2:14][N:15]([c:18]2[s:19][c:20]3[c:21]([n:22]2)[cH:23][cH:24][c:25]([C:27](=[O:28])[O:29][CH3:30])[cH:26]3)[CH2:16][CH2:17]1)[CH2:31][c:32]1[s:33][cH:34][cH:35][cH:36]1.[CH3:52][OH:53].[Na+:38].[OH-:37].[OH:39][C:40]([CH2:41][C:42]([C:43](=[O:44])[OH:45])([CH2:46][C:47](=[O:48])[OH:49])[OH:50])=[O:51]>>[C:1]([CH3:2])([CH3:3])([CH3:4])[O:5][C:6](=[O:7])[NH:8][CH:9]([C:10](=[O:11])[N:12]1[CH2:13][CH2:14][N:15]([c:18]2[s:19][c:20]3[c:21]([n:22]2)[cH:23][cH:24][c:25]([C:27](=[O:28])[OH:29])[cH:26]3)[CH2:16][CH2:17]1)[CH2:31][c:32]1[s:33][cH:34][cH:35][cH:36]1.